Task: describe an organic reaction: reactants, conditions, products, and yield. Dataset: the Open Reaction Database (ORD), a public repository of structured organic reaction records Reactants: ClC1=CC2=C(NC(=NS2(=O)=O)S(=O)C)C=C1 (7-Chloro-3-methylsulfinyl-4H-1,2,4-benzothiadiazine 1,1-dioxide), NC1=NC=CC=C1 (2-aminopyridine). Run in ClC=1C=C(C=CC1)C (3-chlorotoluene). The product is ClC1=CC2=C(NC(=NS2(=O)=O)NC2=NC=CC=C2)C=C1 (7-Chloro-3-(pyrid-2-yl)amino-4H-1,2,4-benzothiadiazine 1,1-dioxide). Reaction SMILES: [Cl:1][C:2]1[CH:16]=[CH:15][C:5]2[NH:6][C:7](S(C)=O)=[N:8][S:9](=[O:11])(=[O:10])[C:4]=2[CH:3]=1.[NH2:17][C:18]1[CH:23]=[CH:22][CH:21]=[CH:20][N:19]=1>ClC1C=C(C)C=CC=1>[Cl:1][C:2]1[CH:16]=[CH:15][C:5]2[NH:6][C:7]([NH:17][C:18]3[CH:23]=[CH:22][CH:21]=[CH:20][N:19]=3)=[N:8][S:9](=[O:11])(=[O:10])[C:4]=2[CH:3]=1. Procedure details: 7-Chloro-3-methylsulfinyl-4H-1,2,4-benzothiadiazine 1,1-dioxide (0.25 g) and 2-aminopyridine (0.25 g) in 3-chlorotoluene (5 mL) was heated at 150° C. for 1 h. After cooling, the white precipitate was collected by filtration and washed with diethylether. The insoluble material was dissolved in 1M NaOH (20 mL), treated with charcoal, filtered, and the filtrate was adjusted to pH 3 with 6N HCl. The precipitate was collected by filtration, washed with water, dissolved in hot DMF (15 mL), mixed with ... Starting materials: [Al+3], [H-], [H-], [H-], [H-], [Li+], [Na+], C1CCOC1, [OH-], O, N#Cc1ccccc1COc1ccc2[nH]ncc2c1. Yields the product NCc1ccccc1COc1ccc2[nH]ncc2c1. As a reaction SMILES: [Al+3:2].[H-:1].[H-:4].[H-:5].[H-:6].[Li+:3].[Na+:28].[O:29]1[CH2:30][CH2:31][CH2:32][CH2:33]1.[OH-:27].[OH2:26].[nH:7]1[n:8][cH:9][c:10]2[cH:11][c:12]([O:16][CH2:17][c:18]3[c:19]([C:20]#[N:21])[cH:22][cH:23][cH:24][cH:25]3)[cH:13][cH:14][c:15]12>>[nH:7]1[n:8][cH:9][c:10]2[cH:11][c:12]([O:16][CH2:17][c:18]3[c:19]([CH2:20][NH2:21])[cH:22][cH:23][cH:24][cH:25]3)[cH:13][cH:14][c:15]12. The reactants are O=C([O-])[O-], C=CCBr, COc1ccc2cc(O)ccc2c1, CC(C)=O, [K+], [K+]. Yields the product C=CCOc1ccc2cc(OC)ccc2c1. RXN SMILES: [C:14](=[O:15])([O-:16])[O-:17].[CH2:20]([CH:21]=[CH2:22])[Br:23].[CH3:1][O:2][c:3]1[cH:4][c:5]2[cH:6][cH:7][c:8]([OH:13])[cH:9][c:10]2[cH:11][cH:12]1.[CH3:24][C:25](=[O:26])[CH3:27].[K+:18].[K+:19]>>[CH3:1][O:2][c:3]1[cH:4][c:5]2[cH:6][cH:7][c:8]([O:13][CH2:22][CH:21]=[CH2:20])[cH:9][c:10]2[cH:11][cH:12]1. Starting materials: C(#N)C=1C=C(C=2C(=CN(C2C1)C(C)C)C)C(=O)OC (methyl 6-cyano-3-methyl-1-(1-methylethyl)-1H-indole-4-carboxylate), CO (methanol), [OH-].[Na+] (NaOH). The solvent is C1CCOC1 (THF). Run at time 20 hour. Product: C(#N)C=1C=C(C=2C(=CN(C2C1)C(C)C)C)C(=O)O (6-cyano-3-methyl-1-(1-methylethyl)-1H-indole-4-carboxylic acid). Isolated yield 64.2%. As a reaction SMILES: [C:1]([C:3]1[CH:4]=[C:5]([C:16]([O:18]C)=[O:17])[C:6]2[C:7]([CH3:15])=[CH:8][N:9]([CH:12]([CH3:14])[CH3:13])[C:10]=2[CH:11]=1)#[N:2].CO.[OH-].[Na+]>C1COCC1>[C:1]([C:3]1[CH:4]=[C:5]([C:16]([OH:18])=[O:17])[C:6]2[C:7]([CH3:15])=[CH:8][N:9]([CH:12]([CH3:14])[CH3:13])[C:10]=2[CH:11]=1)#[N:2] |f:2.3|. Procedure details: To a 50 ml round bottom was added methyl 6-cyano-3-methyl-1-(1-methylethyl)-1H-indole-4-carboxylate (230 mg, 0.897 mmol), followed by methanol (1 mL) and THF (1 mL). To the solution was added 3 M NaOH (0.449 mL, 2.69 mmol). The reaction stirred at rt for 20 h. The reaction was evaporated and treated with acidic water to pH 5. A brown solid crashed out and was collected by filtration. The solid was an impurity. The pH of the liquid was adjusted to 3 and the liquid was evaporated leaving a residue... The reactants are COC1=C(CN2C(N(CC2)CC2(CN3C(O2)=NC(=C3)[N+](=O)[O-])C)=O)C=CC(=C1)OC (1-(2,4-dimethoxybenzyl)-3-(2-methyl-6-nitro-2,3-dihydroimidazo[2,1-b]oxazol-2-ylmethyl)imidazolidin-2-one), FC(C(=O)O)(F)F (trifluoroacetic acid), C(O)([O-])=O.[Na+] (sodium hydrogencarbonate). Run in C(Cl)Cl (methylene chloride). Reaction conditions: time 1 hour. Yields the product CC1(CN2C(O1)=NC(=C2)[N+](=O)[O-])CN2C(NCC2)=O (1-(2-methyl-6-nitro-2,3-dihydroimidazo[2,1-b]oxazol-2-ylmethyl)imidazolidin-2-one). Isolated yield 78.0%. RXN SMILES: COC1C=C(OC)C=CC=1C[N:6]1[CH2:10][CH2:9][N:8]([CH2:11][C:12]2([CH3:23])[O:16][C:15]3=[N:17][C:18]([N+:20]([O-:22])=[O:21])=[CH:19][N:14]3[CH2:13]2)[C:7]1=[O:24].FC(F)(F)C(O)=O.C(=O)([O-])O.[Na+]>C(Cl)Cl>[CH3:23][C:12]1([CH2:11][N:8]2[CH2:9][CH2:10][NH:6][C:7]2=[O:24])[O:16][C:15]2=[N:17][C:18]([N+:20]([O-:22])=[O:21])=[CH:19][N:14]2[CH2:13]1 |f:2.3|. Procedure: A mixture of 1-(2,4-dimethoxybenzyl)-3-(2-methyl-6-nitro-2,3-dihydroimidazo[2,1-b]oxazol-2-ylmethyl)imidazolidin-2-one prepared in Example 594 (100 mg, 0.24 mmol), trifluoroacetic acid (2 ml) and methylene chloride (2 ml) was stirred at room temperature for 1 hour. To the reaction mixture, a saturated sodium hydrogencarbonate solution was added for neutralization. The resulting solution was extracted with methylene chloride. The organic phase was dried over sodium sulfate and then filtered. The ...